This data is from the Open Reaction Database (ORD), a public repository of structured organic reaction records. The task is: describe an organic reaction: reactants, conditions, products, and yield Starting materials: [H-].[Na+] (sodium hydride), [I-].[Na+] (Sodium iodide), CC1=NC2=C(N1)C=CC=C2 (2-methyl-1H-benzimidazole), ClCCOCCCl (chloroethyl ether). Solvent: C(C)(=O)OCC (ethyl acetate). Reaction conditions: temperature 0 celsius. The product is ClCCOCCN1C(=NC2=C1C=CC=C2)C (1-[ 2-(2-chloroethoxy)ethyl]-2-methyl-1H-benzimidazole). Reaction SMILES: [H-].[Na+].[CH3:3][C:4]1[NH:8][C:7]2[CH:9]=[CH:10][CH:11]=[CH:12][C:6]=2[N:5]=1.[Cl:13][CH2:14][CH2:15][O:16][CH2:17][CH2:18]Cl.[I-].[Na+]>C(OCC)(=O)C>[Cl:13][CH2:14][CH2:15][O:16][CH2:17][CH2:18][N:5]1[C:6]2[CH:12]=[CH:11][CH:10]=[CH:9][C:7]=2[N:8]=[C:4]1[CH3:3] |f:0.1,4.5|. Procedure details: Part A. A mineral oil suspension of sodium hydride (0.91 g, 50%, 37.8 mmol) was washed with hexane and dried under vacuum, then suspended in dimethylsulfoxide (20 mL). The mixture was cooled to 0° C., and a solution of 2-methyl-1H-benzimidazole (5.00 g, 37.8 mmol) was added dropwise with stirring. The mixture was stirred for 5 hours with warming to ambient temperature, then was treated dropwise with a solution of chloroethyl ether (8.90 mL, 75.6 mmol). Sodium iodide (2.83 g, 18.9 mmol) was added... Reactants: COC=1C=C(C(=O)OC)C=CC1[N+](=O)[O-] (methyl 3-methoxy-4-nitrobenzoate), O (water). Reagents/catalysts: [C].[Pd] (palladium-carbon). Solvent: CO (methanol), C1CCOC1 (THF). Conditions: time 6.5 hour. Product: NC1=C(C=C(C(=O)OC)C=C1)OC (methyl 4-amino-3-methoxybenzoate). Isolated yield 104.1%. As a reaction SMILES: [CH3:1][O:2][C:3]1[CH:4]=[C:5]([CH:10]=[CH:11][C:12]=1[N+:13]([O-])=O)[C:6]([O:8][CH3:9])=[O:7].O>CO.C1COCC1.[C].[Pd]>[NH2:13][C:12]1[CH:11]=[CH:10][C:5]([C:6]([O:8][CH3:9])=[O:7])=[CH:4][C:3]=1[O:2][CH3:1] |f:4.5|. Reported procedure: To a solution of methyl 3-methoxy-4-nitrobenzoate (150 g) in methanol (600 mL) and THF (300 mL) was added 10% palladium-carbon (a 50% water-containing product, 15 g), and the reaction liquid was stirred at 50° C. to 64° C. under a hydrogen pressure of 0.9 MPa for 6.5 hours. The reaction liquid was allowed to stand to cool to room temperature and then filtered on celite, followed by concentrating the resultant filtrate under reduced pressure to provide 134 g of the title compound. The physical pr... Reactants: N1C=NC=C1 (imidazole), ClC=1N=C(C2=C(N1)SC(=C2)C)NCC2=CC(=CC=C2)[N+](=O)[O-] (2-chloro-6-methyl-4-(3-nitrobenzylamino)-thieno-[2,3-d]-pyrimidine). Product: N1(C=NC=C1)C=1N=C(C2=C(N1)SC(=C2)C)NCC2=CC(=CC=C2)[N+](=O)[O-] (2-(imidazol-1-yl)-6-methyl-4-(3-nitrobenzylamino)-thieno-[2,3-d]-pyrimidine). Reaction SMILES: [NH:1]1[CH:5]=[CH:4][N:3]=[CH:2]1.Cl[C:7]1[N:8]=[C:9]([NH:17][CH2:18][C:19]2[CH:24]=[CH:23][CH:22]=[C:21]([N+:25]([O-:27])=[O:26])[CH:20]=2)[C:10]2[CH:15]=[C:14]([CH3:16])[S:13][C:11]=2[N:12]=1>>[N:1]1([C:7]2[N:8]=[C:9]([NH:17][CH2:18][C:19]3[CH:24]=[CH:23][CH:22]=[C:21]([N+:25]([O-:27])=[O:26])[CH:20]=3)[C:10]3[CH:15]=[C:14]([CH3:16])[S:13][C:11]=3[N:12]=2)[CH:5]=[CH:4][N:3]=[CH:2]1. Reported procedure: Following the procedure of Example 97, the reaction of imidazole with 2-chloro-6-methyl-4-(3-nitrobenzylamino)-thieno-[2,3-d]-pyrimidine gives 2-(imidazol-1-yl)-6-methyl-4-(3-nitrobenzylamino)-thieno-[2,3-d]-pyrimidine. Reactants: CSC(N)=N[N+](=O)[O-], CS(C)=O, ClCc1ccc(Cl)nc1, [H-], [Na+]. The product is CSC(=N[N+](=O)[O-])NCc1ccc(Cl)nc1. Reaction SMILES: [CH3:1][S:2][C:3]([NH2:4])=[N:5][N+:6](=[O:7])[O-:8].[CH3:20][S:21]([CH3:22])=[O:23].[Cl:11][c:12]1[n:13][cH:14][c:15]([CH2:18][Cl:19])[cH:16][cH:17]1.[H-:9].[Na+:10]>>[CH3:1][S:2][C:3]([NH:4][CH2:18][c:15]1[cH:14][n:13][c:12]([Cl:11])[cH:17][cH:16]1)=[N:5][N+:6](=[O:7])[O-:8]. Starting materials: C1=CC=C(C=C1)OC(=NC#N)OC2=CC=CC=C2 (diphenyl cyanocarbonimidate), NC=1C=NC=NC1 (5-amino-pyrimidine). Run in CCOCC (Et2O). Reaction conditions: time 4 day. Product: C(#N)N=C(NC=1C=NC=NC1)OC1=CC=CC=C1 (N'-Cyano-N-(5-pyrimidyl)-O-phenylisourea). Isolated yield 53.9%. As a reaction SMILES: C1C=CC(O[C:8]([O:12][C:13]2[CH:18]=[CH:17][CH:16]=[CH:15][CH:14]=2)=[N:9][C:10]#[N:11])=CC=1.[NH2:19][C:20]1[CH:21]=[N:22][CH:23]=[N:24][CH:25]=1>CCOCC>[C:10]([N:9]=[C:8]([O:12][C:13]1[CH:14]=[CH:15][CH:16]=[CH:17][CH:18]=1)[NH:19][C:20]1[CH:21]=[N:22][CH:23]=[N:24][CH:25]=1)#[N:11]. Procedure details: A stirred mixture of diphenyl cyanocarbonimidate (1.05 g, 0.00442 mol), 5-amino-pyrimidine (0.42 g, 0.00442 mol) and Et2O (15 mL) was kept at ambient temperature for 4 days and at reflux for one day. There was little reaction. The solvent was evaporated and the residue was mixed with DME and warmed at 50°-55° for 2 days. The mixture was cooled, diluted with Et2O and filtered; the solid was washed with Et2O and dried to give 0.57 g of N'-Cyano-N-(5-pyrimidyl)-O-phenylisourea product. Starting materials: ClC1=C(C=CC(=C1)Cl)NC1=NC2=C(N1CC(CC(=O)OC)O)C(=CC=C2)N(CC)CC (Methyl 4-[2-[(2,4-dichlorophenyl)amino]-7-(diethylamino)-1H-benzimidazol-1-yl]-3-hydroxybutanoate), O.O.O.O.O.O.O.O.O.O.S(=O)(=O)([O-])[O-].[Na+].[Na+] (sodium sulfate decahydrate), [H-].[Al+3].[Li+].[H-].[H-].[H-] (lithium aluminum hydride), resultant mixture. Solvent: O1CCCC1 (tetrahydrofuran), O1CCCC1 (tetrahydrofuran). The product is ClC1=C(C=CC(=C1)Cl)NC1=NC2=C(N1CC(CCO)O)C(=CC=C2)N(CC)CC (4-[2-[(2,4-Dichlorophenyl)amino]-7-(diethylamino)-1H-benzimidazol-1-yl]butane-1,3-diol). The yield is 96.3%. Reaction SMILES: [H-].[Al+3].[Li+].[H-].[H-].[H-].[Cl:7][C:8]1[CH:13]=[C:12]([Cl:14])[CH:11]=[CH:10][C:9]=1[NH:15][C:16]1[N:20]([CH2:21][CH:22]([OH:28])[CH2:23][C:24](OC)=[O:25])[C:19]2[C:29]([N:33]([CH2:36][CH3:37])[CH2:34][CH3:35])=[CH:30][CH:31]=[CH:32][C:18]=2[N:17]=1.O.O.O.O.O.O.O.O.O.O.S([O-])([O-])(=O)=O.[Na+].[Na+]>O1CCCC1>[Cl:7][C:8]1[CH:13]=[C:12]([Cl:14])[CH:11]=[CH:10][C:9]=1[NH:15][C:16]1[N:20]([CH2:21][CH:22]([OH:28])[CH2:23][CH2:24][OH:25])[C:19]2[C:29]([N:33]([CH2:36][CH3:37])[CH2:34][CH3:35])=[CH:30][CH:31]=[CH:32][C:18]=2[N:17]=1 |f:0.1.2.3.4.5,7.8.9.10.11.12.13.14.15.16.17.18.19|. Reported procedure: To a suspension of lithium aluminum hydride (15.9 mg, 0.429 mmol) in tetrahydrofuran (1 mL) was added a solution of methyl 4-[2-[(2,4-dichlorophenyl)amino]-7-(diethylamino)-1H-benzimidazol-1-yl]-3-hydroxybutanoate (Reference Example 83; 50.0 mg, 0.107 mmol) in tetrahydrofuran (1 mL) at 0° C. and the resultant mixture was stirred at 0° C. for 10 min. After sodium sulfate decahydrate (500 mg) was added at 0° C., the resultant mixture was filtered and concentrated in vacuo to give the title compoun... Starting materials: BrC=1C=C2C(=CN(C2=C(C1)C(=O)O)C)C(C)C (5-bromo-1-methyl-3-(1-methylethyl)-1H-indole-7-carboxylic acid), CC1=CC=C(C=N1)B(O)O ((6-methyl-3-pyridinyl)boronic acid), C(=O)([O-])[O-].[K+].[K+] (K2CO3). The reagents and catalysts are C1=CC=C(C=C1)P([C-]2C=CC=C2)C3=CC=CC=C3.C1=CC=C(C=C1)P([C-]2C=CC=C2)C3=CC=CC=C3.Cl[Pd]Cl.[Fe+2].C(Cl)Cl (PdCl2(dppf) CH2Cl2). The solvent is COCCOC (1,2-dimethoxyethane), O (water), C(=O)(O)[O-].[Na+] (NaHCO3), O (water). Conditions: temperature 100 celsius, time 30 minute. Product: CN1C=C(C2=CC(=CC(=C12)C(=O)O)C=1C=NC(=CC1)C)C(C)C (1-methyl-3-(1-methylethyl)-5-(6-methyl-3-pyridinyl)-1H-indole-7-carboxylic acid). Yield: 66.7%. Reaction SMILES: Br[C:2]1[CH:3]=[C:4]2[C:8](=[C:9]([C:11]([OH:13])=[O:12])[CH:10]=1)[N:7]([CH3:14])[CH:6]=[C:5]2[CH:15]([CH3:17])[CH3:16].[CH3:18][C:19]1[N:24]=[CH:23][C:22](B(O)O)=[CH:21][CH:20]=1.C([O-])([O-])=O.[K+].[K+]>COCCOC.O.C([O-])(O)=O.[Na+].C1C=CC(P(C2C=CC=CC=2)[C-]2C=CC=C2)=CC=1.C1C=CC(P(C2C=CC=CC=2)[C-]2C=CC=C2)=CC=1.Cl[Pd]Cl.[Fe+2].C(Cl)Cl>[CH3:14][N:7]1[C:8]2[C:4](=[CH:3][C:2]([C:22]3[CH:23]=[N:24][C:19]([CH3:18])=[CH:20][CH:21]=3)=[CH:10][C:9]=2[C:11]([OH:13])=[O:12])[C:5]([CH:15]([CH3:17])[CH3:16])=[CH:6]1 |f:2.3.4,7.8,9.10.11.12.13|. Procedure: To a 40 mL vial was added 5-bromo-1-methyl-3-(1-methylethyl)-1H-indole-7-carboxylic acid (0.850 g, 2.87 mmol), (6-methyl-3-pyridinyl)boronic acid (0.432 g, 3.16 mmol), K2CO3 (1.190 g, 8.61 mmol) and PdCl2(dppf)-CH2Cl2 adduct (0.234 g, 0.287 mmol). The reagents were diluted with 1,2-dimethoxyethane (21.5 mL) and water (7.2 mL). The reaction was heated to 100° C. with stirring for 30 minutes, then filtered and concentrated under vacuum to give a thick brown residue. The residue was diluted with sa...